describe an organic reaction: reactants, conditions, products, and yield From a dataset of the Open Reaction Database (ORD), a public repository of structured organic reaction records. Reactants: O=Cc1ccc(-c2nc3nc(Br)nn3cc2-c2ccccc2)cc1, CNC, CN(C)C=O. The product is CN(C)c1nc2nc(-c3ccc(C=O)cc3)c(-c3ccccc3)cn2n1. Reaction SMILES: [Br:1][c:2]1[n:3][n:4]2[c:5]([n:6][c:7](-[c:16]3[cH:17][cH:18][c:19]([CH:20]=[O:21])[cH:22][cH:23]3)[c:8](-[c:10]3[cH:11][cH:12][cH:13][cH:14][cH:15]3)[cH:9]2)[n:24]1.[CH3:25][NH:26][CH3:27].[O:28]=[CH:29][N:30]([CH3:31])[CH3:32]>>[c:2]1([N:26]([CH3:25])[CH3:27])[n:3][n:4]2[c:5]([n:6][c:7](-[c:16]3[cH:17][cH:18][c:19]([CH:20]=[O:21])[cH:22][cH:23]3)[c:8](-[c:10]3[cH:11][cH:12][cH:13][cH:14][cH:15]3)[cH:9]2)[n:24]1.